From a dataset of the Open Reaction Database (ORD), a public repository of structured organic reaction records. describe an organic reaction: reactants, conditions, products, and yield Reactants: CCCCCCCNC(=O)Cc1csc(SC(C)(C)C(=O)OC(C)(C)C)n1, CO, C1CCOC1. Yields the product CCCCCCCNCCc1csc(SC(C)(C)C(=O)OC(C)(C)C)n1. RXN SMILES: [C:1]([CH3:2])([CH3:3])([CH3:4])[O:5][C:6]([C:7]([CH3:8])([CH3:9])[S:10][c:11]1[s:12][cH:13][c:14]([CH2:16][C:17](=[O:18])[NH:19][CH2:20][CH2:21][CH2:22][CH2:23][CH2:24][CH2:25][CH3:26])[n:15]1)=[O:27].[CH3:28][OH:29].[O:30]1[CH2:31][CH2:32][CH2:33][CH2:34]1>>[C:1]([CH3:2])([CH3:3])([CH3:4])[O:5][C:6]([C:7]([CH3:8])([CH3:9])[S:10][c:11]1[s:12][cH:13][c:14]([CH2:16][CH2:17][NH:19][CH2:20][CH2:21][CH2:22][CH2:23][CH2:24][CH2:25][CH3:26])[n:15]1)=[O:27]. The reactants are C(CC\C=C/C\C=C/C\C=C/C\C=C/C\C=C/C\C=C/CC)(=O)NCCNC(C1=C(C=CC=C1)O)=O (N-(2-(4Z,7Z,10Z,13Z,16Z,19Z)-docosa-4,7,10,13,16,19-hexaenamidoethyl)-2-hydroxybenzamide), FC1=C(C=CC(=C1)F)C1=CC(=C(C=C1)O)C(=O)O (2′,4′-difluoro-4-hydroxybiphenyl-3-carboxylic acid). Procedure details: 2′,4′-Difluoro-4-hydroxy-N-(2-(5Z,8Z,11Z,14Z,17Z)-icosa-5,8,11,14,17-pentaenamidoethyl)biphenyl-3-carboxamide was prepared in a similar fashion as N-(2-(4Z,7Z,10Z,13Z,16Z,19Z)-docosa-4,7,10,13,16,19-hexaenamidoethyl)-2-hydroxybenzamide, using the appropriate 2′,4′-difluoro-4-hydroxybiphenyl-3-carboxylic acid and EPA starting materials. for C35H42F2N2O3=576.72. found: [M+H]+=577.3. Reaction SMILES: [C:1]([NH:24][CH2:25][CH2:26][NH:27][C:28](=[O:36])[C:29]1[CH:34]=[CH:33][CH:32]=[CH:31][C:30]=1[OH:35])(=[O:23])[CH2:2][CH2:3]/[CH:4]=[CH:5]\[CH2:6]/[CH:7]=[CH:8]\[CH2:9]/[CH:10]=[CH:11]\[CH2:12]/[CH:13]=[CH:14]\[CH2:15]/[CH:16]=[CH:17]\[CH2:18]/[CH:19]=[CH:20]\CC.[F:37][C:38]1[CH:43]=[C:42]([F:44])[CH:41]=[CH:40][C:39]=1C1C=CC(O)=C(C(O)=O)C=1>>[F:37][C:38]1[CH:43]=[C:42]([F:44])[CH:41]=[CH:40][C:39]=1[C:33]1[CH:32]=[CH:31][C:30]([OH:35])=[C:29]([C:28]([NH:27][CH2:26][CH2:25][NH:24][C:1](=[O:23])[CH2:2][CH2:3][CH2:4]/[CH:5]=[CH:6]\[CH2:7]/[CH:8]=[CH:9]\[CH2:10]/[CH:11]=[CH:12]\[CH2:13]/[CH:14]=[CH:15]\[CH2:16]/[CH:17]=[CH:18]\[CH2:19][CH3:20])=[O:36])[CH:34]=1. The product is FC1=C(C=CC(=C1)F)C1=CC(=C(C=C1)O)C(=O)NCCNC(CCC\C=C/C\C=C/C\C=C/C\C=C/C\C=C/CC)=O (2′,4′-Difluoro-4-hydroxy-N-(2-(5Z,8Z,11Z,14Z,17Z)-icosa-5,8,11,14,17-pentaenamidoethyl)biphenyl-3-carboxamide). RXN SMILES: [C:41]([BH3-:42])#[N:43].[CH3:37][C:38]([CH3:39])=[O:40].[CH3:45][C:46](=[O:47])[OH:48].[CH3:49][OH:50].[CH3:51][CH2:52][O:53][C:54](=[O:55])[CH3:56].[CH:1]1([N:7]2[C:8](=[O:36])[CH:9]([CH2:12][c:13]3[c:14]([Cl:35])[cH:15][c:16](-[c:20]4[cH:21][cH:22][c:23]([C:26](=[O:27])[N:28]5[CH:29]6[CH2:30][NH:31][CH:32]([CH2:33]5)[CH2:34]6)[cH:24][cH:25]4)[cH:17][c:18]3[Cl:19])[CH2:10][CH2:11]2)[CH2:2][CH2:3][CH2:4][CH2:5][CH2:6]1.[Na+:44]>>[CH:1]1([N:7]2[C:8](=[O:36])[CH:9]([CH2:12][c:13]3[c:14]([Cl:35])[cH:15][c:16](-[c:20]4[cH:21][cH:22][c:23]([C:26](=[O:27])[N:28]5[CH:29]6[CH2:30][N:31]([CH:38]([CH3:37])[CH3:39])[CH:32]([CH2:33]5)[CH2:34]6)[cH:24][cH:25]4)[cH:17][c:18]3[Cl:19])[CH2:10][CH2:11]2)[CH2:2][CH2:3][CH2:4][CH2:5][CH2:6]1. Starting materials: [BH3-]C#N, CC(C)=O, CC(=O)O, CO, CCOC(C)=O, O=C(c1ccc(-c2cc(Cl)c(CC3CCN(C4CCCCC4)C3=O)c(Cl)c2)cc1)N1CC2CC1CN2, [Na+]. The product is CC(C)N1CC2CC1CN2C(=O)c1ccc(-c2cc(Cl)c(CC3CCN(C4CCCCC4)C3=O)c(Cl)c2)cc1. Reaction SMILES: [H-].[Na+].[NH:3]1[C:11]2[C:6](=[CH:7][CH:8]=[CH:9][CH:10]=2)[CH:5]=[N:4]1.[CH2:12]([C:20]1[CH:30]=[CH:29][C:23]([O:24][CH2:25][CH:26]2[CH2:28][O:27]2)=[CH:22][CH:21]=1)[CH2:13][CH2:14][CH2:15][CH2:16][CH2:17][CH2:18][CH3:19].[Na+].[Cl-]>CN(C=O)C>[N:3]1([CH2:28][CH:26]([OH:27])[CH2:25][O:24][C:23]2[CH:29]=[CH:30][C:20]([CH2:12][CH2:13][CH2:14][CH2:15][CH2:16][CH2:17][CH2:18][CH3:19])=[CH:21][CH:22]=2)[C:11]2[C:6](=[CH:7][CH:8]=[CH:9][CH:10]=2)[CH:5]=[N:4]1 |f:0.1,4.5|. Product: N1(N=CC2=CC=CC=C12)CC(COC1=CC=C(C=C1)CCCCCCCC)O (1-(Indazol-1-yl)-3-(4-octylphenoxy)propan-2-ol). Run at time 10 minute. Run in CN(C)C=O (DMF), CN(C)C=O (DMF). Procedure: 0.048 g (1.20 mmol) sodium hydride as a 60% dispersion in mineral oil is suspended in 10 ml absolute DMF, stirred at room temperature for 10 min and mixed with a solution of 0.135 g (1.14 mmol) indazole. Having stirred for 1 hour, a solution of 0.300 g (1.14 mmol) 2-(4-octylphenoxymethyl)oxirane in 10 ml absolute DMF is added drop-wise. The mixture is stirred for 40 hours, hydrolyzed with a semi-saturated NaCl solution and extracted four times using diethyl ether. The combined organic phases are... The reactants are [H-].[Na+] (sodium hydride), C(CCCCCCC)C1=CC=C(OCC2OC2)C=C1 (2-(4-octylphenoxymethyl)oxirane), [Na+].[Cl-] (NaCl), N1N=CC2=CC=CC=C12 (indazole). Starting materials: FC=1C=C(C=CC1N1C=NC(=C1)C)NC(=S)N ([3-fluoro-4-(4-methyl-imidazol-1-yl)-phenyl]-thiourea), BrC1C(C(CCC1)C1=C(C=CC=C1)OC)=O (2-bromo-6-(2-methoxy-phenyl)-cyclohexanone). Yields the product FC=1C=C(C=CC1N1C=NC(=C1)C)NC=1SC2=C(N1)C(CCC2)C2=C(C=CC=C2)OC ([3-Fluoro-4-(4-methyl-imidazol-1-yl)-phenyl]-[4-(2-methoxy-phenyl)-4,5,6,7-tetrahydro-benzothiazol-2-yl]-amine), solid. Isolated yield 18.0%. As a reaction SMILES: [F:1][C:2]1[CH:3]=[C:4]([NH:14][C:15]([NH2:17])=[S:16])[CH:5]=[CH:6][C:7]=1[N:8]1[CH:12]=[C:11]([CH3:13])[N:10]=[CH:9]1.Br[CH:19]1[CH2:24][CH2:23][CH2:22][CH:21]([C:25]2[CH:30]=[CH:29][CH:28]=[CH:27][C:26]=2[O:31][CH3:32])[C:20]1=O>>[F:1][C:2]1[CH:3]=[C:4]([NH:14][C:15]2[S:16][C:19]3[CH2:24][CH2:23][CH2:22][CH:21]([C:25]4[CH:30]=[CH:29][CH:28]=[CH:27][C:26]=4[O:31][CH3:32])[C:20]=3[N:17]=2)[CH:5]=[CH:6][C:7]=1[N:8]1[CH:12]=[C:11]([CH3:13])[N:10]=[CH:9]1. Procedure: The title compound was prepared from [3-fluoro-4-(4-methyl-imidazol-1-yl)-phenyl]-thiourea (45 mg, 0.18 mmol) and crude 2-bromo-6-(2-methoxy-phenyl)-cyclohexanone (153 mg, 0.50 mmol) using in analogous manner the procedure described in example 1b). Obtained as a light-yellow solid (14 mg, 18%). MS ISP (m/e): 435.4 [(M+H)+]. mp 227-230° C. Starting materials: P(=O)([O-])([O-])[O-].[K+].[K+].[K+] (potassium phosphate), N1[C@@H](CCC1)C(=O)O ((S)-pyrrolidine-2-carboxylic acid), BrC1=CC=C(CCO[Si](C)(C)C(C)(C)C)C=C1 ((4-bromophenethoxy)(tert-butyl)dimethylsilane), C1(=CC=CC=C1)C(CCN)C1=CC=CC=C1 (3,3-diphenylpropan-1-amine). Reagents/catalysts: [Cu]I (copper(I) iodide). Solvent: CS(=O)C (DMSO), CCOC(=O)C (EtOAc). Conditions: temperature 90 celsius. The product is [Si](C)(C)(C(C)(C)C)OCCC1=CC=C(C=C1)NCCC(C1=CC=CC=C1)C1=CC=CC=C1 (4-(2-(tert-butyldimethylsilyloxy)ethyl)-N-(3,3-diphenylpropyl)benzenamine). As a reaction SMILES: N1CCC[C@H]1C(O)=O.Br[C:10]1[CH:25]=[CH:24][C:13]([CH2:14][CH2:15][O:16][Si:17]([C:20]([CH3:23])([CH3:22])[CH3:21])([CH3:19])[CH3:18])=[CH:12][CH:11]=1.[C:26]1([CH:32]([C:36]2[CH:41]=[CH:40][CH:39]=[CH:38][CH:37]=2)[CH2:33][CH2:34][NH2:35])[CH:31]=[CH:30][CH:29]=[CH:28][CH:27]=1.P([O-])([O-])([O-])=O.[K+].[K+].[K+]>CCOC(C)=O.[Cu]I.CS(C)=O>[Si:17]([O:16][CH2:15][CH2:14][C:13]1[CH:24]=[CH:25][C:10]([NH:35][CH2:34][CH2:33][CH:32]([C:26]2[CH:31]=[CH:30][CH:29]=[CH:28][CH:27]=2)[C:36]2[CH:41]=[CH:40][CH:39]=[CH:38][CH:37]=2)=[CH:11][CH:12]=1)([C:20]([CH3:23])([CH3:22])[CH3:21])([CH3:19])[CH3:18] |f:3.4.5.6|. Reported procedure: To a mixture of copper(I) iodide (0.195 g, 1.02 mmol), (S)-pyrrolidine-2-carboxylic acid (0.223 g, 1.94 mmol), (4-bromophenethoxy)(tert-butyl)dimethylsilane, prepared in the previous step, and 3,3-diphenylpropan-1-amine (3.16 g, 15.0 mmol) was added potassium phosphate (4.27 g, 20.1 mmol), and DMSO (16 mL). The reaction mixture was heated to 90° C. for 1 d and diluted with EtOAc. The organic phase was washed with water (1×), brine (1×), dried over MgSO4, filtered, and concentrated. Purification ...